This data is from the Open Reaction Database (ORD), a public repository of structured organic reaction records. The task is: describe an organic reaction: reactants, conditions, products, and yield The reactants are [C-]#N.[K+] (potassium cyanide), NC1=C(C(=O)NC)C=C(C=C1C)Br (2-amino-5-bromo-N,3-dimethylbenzamide), chloronaphthalenylbis(triphenylphosphine)nickel, NC1=C(C(=O)NC)C=C(C=C1C)Br (2-amino-5-bromo-N,3-dimethylbenzamide), chloro-naphthalenylbis(triphenylphosphine)nickel, C1(=CC=CC=C1)C (toluene). The solvent is O=O (oxygen), O=O (Oxygen), O=O (oxygen), O=O (oxygen). Reaction conditions: temperature 45 celsius, time 18 minute. Product: NC1=C(C(=O)NC)C=C(C=C1C)C#N (2-amino-5-cyano-N,3-dimethylbenzamide). Yield: 81.8%. As a reaction SMILES: [NH2:1][C:2]1[C:11]([CH3:12])=[CH:10][C:9](Br)=[CH:8][C:3]=1[C:4]([NH:6][CH3:7])=[O:5].[C-:14]#[N:15].[K+].C1(C)C=CC=CC=1>O=O>[NH2:1][C:2]1[C:11]([CH3:12])=[CH:10][C:9]([C:14]#[N:15])=[CH:8][C:3]=1[C:4]([NH:6][CH3:7])=[O:5] |f:1.2|. Procedure details: A stirred mixture of 2-amino-5-bromo-N,3-dimethylbenzamide (prepared by the method of Reference Example 1) (20.0 g, 0.082 mol), potassium cyanide (10.4 g, 0.159 mol) and oxygen-free ethanol (60 mL) was heated at 45° C. A slurry of chloronaphthalenylbis(triphenylphosphine)nickel (i.e. the product of Example 1, a mixture of 1- and 2-isomers) (4.01 g, 5.36 mmol) in oxygen-free ethanol (60 mL) was added in four portions to the reaction mixture. Each addition was completed in about 18 minutes, and af... Starting materials: O (water), ClC=1C=CC=C2CC(C(C12)=O)C (7-Chloro-2-methyl-1-indanone), O (water), C1=C(C=CC2=CC=CC=C12)B(O)O (2-naphthylboronic acid), C([O-])([O-])=O.[Na+].[Na+] (sodium carbonate). The reagents and catalysts are C(C)(=O)[O-].[Pd+2].C(C)(=O)[O-] (palladium acetate). Solvent: C(CO)O (ethylene glycol). Run at temperature 125 celsius, time 2 hour. The product is CC1C(C2=C(C=CC=C2C1)C1=CC2=CC=CC=C2C=C1)=O (2-Methyl-7-(2-naphthyl)-1-indanone). The yield is 91.8%. RXN SMILES: Cl[C:2]1[CH:3]=[CH:4][CH:5]=[C:6]2[C:10]=1[C:9](=[O:11])[CH:8]([CH3:12])[CH2:7]2.[CH:13]1[C:22]2[C:17](=[CH:18][CH:19]=[CH:20][CH:21]=2)[CH:16]=[CH:15][C:14]=1B(O)O.C(=O)([O-])[O-].[Na+].[Na+].O>C(O)CO.C([O-])(=O)C.[Pd+2].C([O-])(=O)C>[CH3:12][CH:8]1[CH2:7][C:6]2[C:10](=[C:2]([C:15]3[CH:14]=[CH:13][C:22]4[C:17](=[CH:18][CH:19]=[CH:20][CH:21]=4)[CH:16]=3)[CH:3]=[CH:4][CH:5]=2)[C:9]1=[O:11] |f:2.3.4,7.8.9|. Reported procedure: Using a method similar to Example 16 d), 2.16 g (0.012 mol) of (1), 2.27 g (0.0132 mol) of 2-naphthylboronic acid, 2.8 g (0.0264 mol) of sodium carbonate were placed in 40 ml of ethylene glycol/8 ml of water in the reaction vessel, the mixture was degassed a number of times and saturated with argon. After addition of 13.5 mg (0.06 mmol) of palladium acetate and 0.102 g (0.18 mmol) of TMSPP, the reaction mixture was stirred for 2 hours at 125° C. After addition of 40 ml of water, the aqueous phas... The reactants are CC(=O)Nc1ncc(Sc2ccc([N+](=O)[O-])cc2)s1, CCO, [Cl-], [Fe], [NH4+], C1CCOC1, O. The product is CC(=O)Nc1ncc(Sc2ccc(N)cc2)s1. As a reaction SMILES: [C:1]([CH3:2])(=[O:3])[NH:4][c:5]1[s:6][c:7]([S:10][c:11]2[cH:12][cH:13][c:14]([N+:17]([O-:18])=[O:19])[cH:15][cH:16]2)[cH:8][n:9]1.[CH3:28][CH2:29][OH:30].[Cl-:20].[Fe:31].[NH4+:21].[O:23]1[CH2:24][CH2:25][CH2:26][CH2:27]1.[OH2:22]>>[C:1]([CH3:2])(=[O:3])[NH:4][c:5]1[s:6][c:7]([S:10][c:11]2[cH:12][cH:13][c:14]([NH2:17])[cH:15][cH:16]2)[cH:8][n:9]1.